Dataset: the Open Reaction Database (ORD), a public repository of structured organic reaction records. Task: describe an organic reaction: reactants, conditions, products, and yield Starting materials: FC1=C(C=CC(=C1)F)S(=O)(=O)NC=1C(=NC=C(C1)B1OC(C(O1)(C)C)(C)C)OC (2,4-Difluoro-N-[2-(methyloxy)-5-(4,4,5,5-tetramethyl-1,3,2-dioxaborolan-2-yl)-3-pyridinyl]benzenesulfonamide), O1CCOCC1 (1,4-dioxane), BrC1=CC(=C2C=NN(C2=C1)S(=O)(=O)C1=CC=C(C=C1)C)NC(=O)C=1N=C(SC1)CN1C[C@H](O[C@H](C1)C)C (N-{6-bromo-1-[(4-methylphenyl)sulfonyl]-1H-indazol-4-yl}-2-{[(2R,6S)-2,6-dimethyl-4-morpholinyl]methyl}-1,3-thiazole-4-carboxamide), C([O-])([O-])=O.[Na+].[Na+] (sodium carbonate). The reagents and catalysts are C1=CC=C(C=C1)P([C-]2C=CC=C2)C3=CC=CC=C3.C1=CC=C(C=C1)P([C-]2C=CC=C2)C3=CC=CC=C3.Cl[Pd]Cl.[Fe+2] (Pd(dppf)Cl2). Solvent: O (water). Run at temperature 80 celsius. Product: FC1=C(C=CC(=C1)F)S(=O)(=O)NC=1C=C(C=NC1OC)C1=CC(=C2C=NN(C2=C1)S(=O)(=O)C1=CC=C(C=C1)C)NC(=O)C=1N=C(SC1)CN1C[C@H](O[C@H](C1)C)C (N-{6-[5-{[(2,4-Difluorophenyl)sulfonyl]amino}-6-(methyloxy)-3-pyridinyl]-1-[(4-methylphenyl)sulfonyl]-1H-indazol-4-yl}-2-{[(2R,6S)-2,6-dimethyl-4-morpholinyl]methyl}-1,3-thiazole-4-carboxamide). Yield: 51.4%. RXN SMILES: [F:1][C:2]1[CH:7]=[C:6]([F:8])[CH:5]=[CH:4][C:3]=1[S:9]([NH:12][C:13]1[C:14]([O:28][CH3:29])=[N:15][CH:16]=[C:17](B2OC(C)(C)C(C)(C)O2)[CH:18]=1)(=[O:11])=[O:10].Br[C:31]1[CH:39]=[C:38]2[C:34]([CH:35]=[N:36][N:37]2[S:40]([C:43]2[CH:48]=[CH:47][C:46]([CH3:49])=[CH:45][CH:44]=2)(=[O:42])=[O:41])=[C:33]([NH:50][C:51]([C:53]2[N:54]=[C:55]([CH2:58][N:59]3[CH2:64][C@H:63]([CH3:65])[O:62][C@H:61]([CH3:66])[CH2:60]3)[S:56][CH:57]=2)=[O:52])[CH:32]=1.C(=O)([O-])[O-].[Na+].[Na+].O1CCOCC1>C1C=CC(P(C2C=CC=CC=2)[C-]2C=CC=C2)=CC=1.C1C=CC(P(C2C=CC=CC=2)[C-]2C=CC=C2)=CC=1.Cl[Pd]Cl.[Fe+2].O>[F:1][C:2]1[CH:7]=[C:6]([F:8])[CH:5]=[CH:4][C:3]=1[S:9]([NH:12][C:13]1[CH:18]=[C:17]([C:31]2[CH:39]=[C:38]3[C:34]([CH:35]=[N:36][N:37]3[S:40]([C:43]3[CH:48]=[CH:47][C:46]([CH3:49])=[CH:45][CH:44]=3)(=[O:42])=[O:41])=[C:33]([NH:50][C:51]([C:53]3[N:54]=[C:55]([CH2:58][N:59]4[CH2:64][C@H:63]([CH3:65])[O:62][C@H:61]([CH3:66])[CH2:60]4)[S:56][CH:57]=3)=[O:52])[CH:32]=2)[CH:16]=[N:15][C:14]=1[O:28][CH3:29])(=[O:10])=[O:11] |f:2.3.4,6.7.8.9|. Reported procedure: 2,4-Difluoro-N-[2-(methyloxy)-5-(4,4,5,5-tetramethyl-1,3,2-dioxaborolan-2-yl)-3-pyridinyl]benzenesulfonamide (116 mg), N-{6-bromo-1-[(4-methylphenyl)sulfonyl]-1H-indazol-4-yl}-2-{[(2R,6S)-2,6-dimethyl-4-morpholinyl]methyl}-1,3-thiazole-4-carboxamide (150 mg), Pd(dppf)Cl2 (18 mg), sodium carbonate (79 mg), 1,4-dioxane (5 ml) and water (5 ml) were combined and heated at 80° C. for 3 hours. The cooled reaction mixture was filtered through a 1 g silica cartridge, washing with methanol, then evaporat... Reported procedure: Analogously to Method D, 0.600 g of benzyl 3-hydroxy-4-{4-[3-(2-methoxybenzyloxy)propoxy]phenyl}piperidine-1-carboxylate (Example 10f) and 0.574 g of 7-bromomethyl-3,3-dimethyl-1-(2-trimethylsilanylethoxymethyl)-1,3-dihydroindol-2-one are reacted. The title compound is obtained as a slightly yellowish oil. Rf=0.16 (1:2 EtOAc-heptane); Rt=6.79. As a reaction SMILES: [OH:1][CH:2]1[CH:7]([C:8]2[CH:13]=[CH:12][C:11]([O:14][CH2:15][CH2:16][CH2:17][O:18][CH2:19][C:20]3[CH:25]=[CH:24][CH:23]=[CH:22][C:21]=3[O:26][CH3:27])=[CH:10][CH:9]=2)[CH2:6][CH2:5][N:4]([C:28]([O:30][CH2:31][C:32]2[CH:37]=[CH:36][CH:35]=[CH:34][CH:33]=2)=[O:29])[CH2:3]1.Br[CH2:39][C:40]1[CH:41]=[CH:42][CH:43]=[C:44]2[C:48]=1[N:47]([CH2:49][O:50][CH2:51][CH2:52][Si:53]([CH3:56])([CH3:55])[CH3:54])[C:46](=[O:57])[C:45]2([CH3:59])[CH3:58]>>[CH3:58][C:45]1([CH3:59])[C:44]2[C:48](=[C:40]([CH2:39][O:1][CH:2]3[CH:7]([C:8]4[CH:13]=[CH:12][C:11]([O:14][CH2:15][CH2:16][CH2:17][O:18][CH2:19][C:20]5[CH:25]=[CH:24][CH:23]=[CH:22][C:21]=5[O:26][CH3:27])=[CH:10][CH:9]=4)[CH2:6][CH2:5][N:4]([C:28]([O:30][CH2:31][C:32]4[CH:33]=[CH:34][CH:35]=[CH:36][CH:37]=4)=[O:29])[CH2:3]3)[CH:41]=[CH:42][CH:43]=2)[N:47]([CH2:49][O:50][CH2:51][CH2:52][Si:53]([CH3:54])([CH3:56])[CH3:55])[C:46]1=[O:57]. Reactants: OC1CN(CCC1C1=CC=C(C=C1)OCCCOCC1=C(C=CC=C1)OC)C(=O)OCC1=CC=CC=C1 (benzyl 3-hydroxy-4-{4-[3-(2-methoxybenzyloxy)propoxy]phenyl}piperidine-1-carboxylate), BrCC=1C=CC=C2C(C(N(C12)COCC[Si](C)(C)C)=O)(C)C (7-bromomethyl-3,3-dimethyl-1-(2-trimethylsilanylethoxymethyl)-1,3-dihydroindol-2-one). The product is CC1(C(N(C2=C(C=CC=C12)COC1CN(CCC1C1=CC=C(C=C1)OCCCOCC1=C(C=CC=C1)OC)C(=O)OCC1=CC=CC=C1)COCC[Si](C)(C)C)=O)C (Benzyl 3-[3,3-dimethyl-2-oxo-1-(2-trimethylsilanylethoxymethyl)-2,3-dihydro-1H-indol-7-ylmethoxy]-4-{4-[3-(2-methoxybenzyloxy)propoxy]phenyl}piperidine-1-carboxylate). Starting materials: OC(C=1C=C(C=CC1)C(C(=O)OC)=C)C1=CC=CC=C1 (methyl 2-(3-(hydroxy-phenyl-methyl)-phenyl)-propenoate), product. Run in [OH-].[Li+] (lithium hydroxide), O (water), C(C)#N (acetonitrile), CCCCCCC (heptane). Yields the product OC(C=1C=C(C=CC1)C(C(=O)O)=C)C1=CC=CC=C1 (2-(3-(hydroxy-phenyl-methyl)-phenyl)-propenoic acid). Reaction SMILES: [OH:1][CH:2]([C:15]1[CH:20]=[CH:19][CH:18]=[CH:17][CH:16]=1)[C:3]1[CH:4]=[C:5]([C:9](=[CH2:14])[C:10]([O:12]C)=[O:11])[CH:6]=[CH:7][CH:8]=1>[OH-].[Li+].O.C(#N)C.CCCCCCC>[OH:1][CH:2]([C:15]1[CH:20]=[CH:19][CH:18]=[CH:17][CH:16]=1)[C:3]1[CH:4]=[C:5]([C:9](=[CH2:14])[C:10]([OH:12])=[O:11])[CH:6]=[CH:7][CH:8]=1 |f:1.2|. Reported procedure: A mixture of 2.40 g (8.96 mmol) of methyl 2-(3-(hydroxy-phenyl-methyl)-phenyl)-propenoate (product from Example 15a) in 1.76 g of lithium hydroxide, 16 ml of water, 18 ml of acetonitrile and 18 ml of heptane is treated overnight with intensive stirring using a mechanic stirrer. The acetonitrile/water phase is then separated and concentrated. The resulting residue is taken up in ethyl acetate and extracted with sodium hydroxide solution. The basic extract is acidified using hydrochloric acid and ...